Dataset: the Open Reaction Database (ORD), a public repository of structured organic reaction records. Task: describe an organic reaction: reactants, conditions, products, and yield The reactants are CO, C[O-], O=[N+]([O-])c1c(Cl)ncnc1Cl, [Na+]. Reaction SMILES: [CH3:15][OH:16].[CH3:1][O-:2].[Cl:4][c:5]1[n:6][cH:7][n:8][c:9]([Cl:14])[c:10]1[N+:11](=[O:12])[O-:13].[Na+:3]>>[CH3:1][O:2][c:9]1[n:8][cH:7][n:6][c:5]([Cl:4])[c:10]1[N+:11](=[O:12])[O-:13]. Yields the product COc1ncnc(Cl)c1[N+](=O)[O-]. Reactants: C(C)(C)(C)OC(=O)N1CCC(CC1)(CO)C1CCCCC1 (4-cyclohexyl-4-hydroxymethyl-piperidine-1-carboxylic acid tert-butyl ester), C[N+]1(CCOCC1)[O-] (4-methylmorpholine N-oxide). The reagents and catalysts are [Ru](=O)(=O)(=O)[O-].C(CC)[N+](CCC)(CCC)CCC (tetrapropylammonium perruthenate). The solvent is C(Cl)Cl (methylene chloride). Product: C(C)(C)(C)OC(=O)N1CCC(CC1)(C=O)C1CCCCC1 (4-cyclohexyl-4-formyl-piperidine-1-carboxylic acid tert-butyl ester). Reaction SMILES: [C:1]([O:5][C:6]([N:8]1[CH2:13][CH2:12][C:11]([CH:16]2[CH2:21][CH2:20][CH2:19][CH2:18][CH2:17]2)([CH2:14][OH:15])[CH2:10][CH2:9]1)=[O:7])([CH3:4])([CH3:3])[CH3:2].C[N+]1([O-])CCOCC1>C(Cl)Cl.[Ru]([O-])(=O)(=O)=O.C([N+](CCC)(CCC)CCC)CC>[C:1]([O:5][C:6]([N:8]1[CH2:9][CH2:10][C:11]([CH:16]2[CH2:17][CH2:18][CH2:19][CH2:20][CH2:21]2)([CH:14]=[O:15])[CH2:12][CH2:13]1)=[O:7])([CH3:4])([CH3:2])[CH3:3] |f:3.4|. Reported procedure: To a mixture of 4-cyclohexyl-4-hydroxymethyl-piperidine-1-carboxylic acid tert-butyl ester, 3, (1.0 g, 3.36 mmol), 4-methylmorpholine N-oxide (0.54 g, 4.64 mmol), and molecular sieves (0.5 g) in methylene chloride (20 mL) under argon atmosphere is added tetrapropylammonium perruthenate (35.5 mg) at room temperature. The mixture is stirred for 30 min to 1 hour after which the solution is filtered through a pad of silica and the solvent removed in vacuo to afford the desired product as a colorless... Starting materials: CO, CCOC(C)=O, [H][H], Cc1ccccc1S(=O)(=O)NC(=O)c1ccc2c(ccn2Cc2cccc([N+](=O)[O-])c2)c1. Product: Cc1ccccc1S(=O)(=O)NC(=O)c1ccc2c(ccn2Cc2cccc(N)c2)c1. RXN SMILES: [CH3:35][OH:36].[CH3:37][CH2:38][O:39][C:40](=[O:41])[CH3:42].[H:33][H:34].[N+:1]([O-:2])(=[O:3])[c:4]1[cH:5][c:6]([CH2:7][n:8]2[cH:9][cH:10][c:11]3[cH:12][c:13]([C:17](=[O:18])[NH:19][S:20](=[O:21])(=[O:22])[c:23]4[c:24]([CH3:29])[cH:25][cH:26][cH:27][cH:28]4)[cH:14][cH:15][c:16]23)[cH:30][cH:31][cH:32]1>>[NH2:1][c:4]1[cH:5][c:6]([CH2:7][n:8]2[cH:9][cH:10][c:11]3[cH:12][c:13]([C:17](=[O:18])[NH:19][S:20](=[O:21])(=[O:22])[c:23]4[c:24]([CH3:29])[cH:25][cH:26][cH:27][cH:28]4)[cH:14][cH:15][c:16]23)[cH:30][cH:31][cH:32]1. Reactants: BrCc1ccccc1, O=C([O-])[O-], CC(C)=O, Cl, Cl, [K+], [K+], O=C(C=Cc1cccnc1)NCCCCC1CCNCC1. The product is O=C(C=Cc1cccnc1)NCCCCC1CCN(Cc2ccccc2)CC1. As a reaction SMILES: [Br:30][CH2:31][c:32]1[cH:33][cH:34][cH:35][cH:36][cH:37]1.[C:24](=[O:25])([O-:26])[O-:27].[CH3:38][C:39](=[O:40])[CH3:41].[ClH:1].[ClH:2].[K+:28].[K+:29].[NH:3]1[CH2:4][CH2:5][CH:6]([CH2:9][CH2:10][CH2:11][CH2:12][NH:13][C:14]([CH:15]=[CH:16][c:17]2[cH:18][n:19][cH:20][cH:21][cH:22]2)=[O:23])[CH2:7][CH2:8]1>>[N:3]1([CH2:31][c:32]2[cH:33][cH:34][cH:35][cH:36][cH:37]2)[CH2:4][CH2:5][CH:6]([CH2:9][CH2:10][CH2:11][CH2:12][NH:13][C:14]([CH:15]=[CH:16][c:17]2[cH:18][n:19][cH:20][cH:21][cH:22]2)=[O:23])[CH2:7][CH2:8]1. Starting materials: CCN(C(C)C)C(C)C, Cn1cnc2cc(Cl)nc(Cl)c2c1=O, C1COCCO1, NCc1ccncc1. The product is Cn1cnc2cc(Cl)nc(NCc3ccncc3)c2c1=O. RXN SMILES: [CH:23]([N:24]([CH2:25][CH3:26])[CH:27]([CH3:28])[CH3:29])([CH3:30])[CH3:31].[Cl:1][c:2]1[n:3][c:4]([Cl:14])[cH:5][c:6]2[n:7][cH:8][n:9]([CH3:13])[c:10](=[O:12])[c:11]12.[O:32]1[CH2:33][CH2:34][O:35][CH2:36][CH2:37]1.[n:15]1[cH:16][cH:17][c:18]([CH2:21][NH2:22])[cH:19][cH:20]1>>[c:2]1([NH:22][CH2:21][c:18]2[cH:17][cH:16][n:15][cH:20][cH:19]2)[n:3][c:4]([Cl:14])[cH:5][c:6]2[n:7][cH:8][n:9]([CH3:13])[c:10](=[O:12])[c:11]12. Starting materials: C(=O)(N1C=NC=C1)N1C=NC=C1 (1,1′-Carbonyl-diimidazole), ClC1=C(C(=O)O)C=CC(=C1)Cl (2,4-dichlorobenzoic acid), ClC1=CC=C(C=N1)S(=O)(=O)N (6-chloro-pyridine-3-sulfonic acid amide), N12CCCCCC2=NCCC1 (1,8-diazabicylo[5.4.0]undec-7-en). Run in ClCCl (dichloromethane). Run at time 30 minute. The product is ClC1=C(C(=O)NS(=O)(=O)C=2C=NC(=CC2)Cl)C=CC(=C1)Cl (6-Chloro-pyridine-3-sulfonic acid 2,4-dichloro-benzoyl amide). The yield is 74.1%. RXN SMILES: C(N1C=CN=C1)(N1C=CN=C1)=O.[Cl:13][C:14]1[CH:22]=[C:21]([Cl:23])[CH:20]=[CH:19][C:15]=1[C:16]([OH:18])=O.[Cl:24][C:25]1[N:30]=[CH:29][C:28]([S:31]([NH2:34])(=[O:33])=[O:32])=[CH:27][CH:26]=1.N12CCCN=C1CCCCC2>ClCCl>[Cl:13][C:14]1[CH:22]=[C:21]([Cl:23])[CH:20]=[CH:19][C:15]=1[C:16]([NH:34][S:31]([C:28]1[CH:29]=[N:30][C:25]([Cl:24])=[CH:26][CH:27]=1)(=[O:32])=[O:33])=[O:18]. Procedure details: 1,1′-Carbonyl-diimidazole (4.22 g, 26 mmol) was added to a solution of 2,4-dichlorobenzoic acid (4.73 g, 24.8 mmol) in 100 ml dichloromethane the mixture was stirred for 30 minutes at room temperature and subsequently refluxed for 30 minutes. Then 6-chloro-pyridine-3-sulfonic acid amide (5.00 g, 26 mmol) and 1,8-diazabicylo[5.4.0]undec-7-en (3.96 g, 26 mmol) were added and the mixture was stirred at room temperature overnight. After evaporation to dryness the residue was taken up with 100 ml eth... Starting materials: CCO, O=[N+]([O-])c1ccncc1Oc1ccc2[nH]ccc2c1. Yields the product Nc1ccncc1Oc1ccc2[nH]ccc2c1. RXN SMILES: [CH3:20][CH2:21][OH:22].[N+:1]([O-:2])(=[O:3])[c:4]1[c:5]([O:10][c:11]2[cH:12][c:13]3[cH:14][cH:15][nH:16][c:17]3[cH:18][cH:19]2)[cH:6][n:7][cH:8][cH:9]1>>[NH2:1][c:4]1[c:5]([O:10][c:11]2[cH:12][c:13]3[cH:14][cH:15][nH:16][c:17]3[cH:18][cH:19]2)[cH:6][n:7][cH:8][cH:9]1. Reactants: ClC1=C(C=C(C=C1)C(F)(F)F)[N+](=O)[O-] (2-chloro-5-trifluoromethylnitrobenzene), aqueous solution, P (phosphine), [OH-].[Na+] (NaOH), C=1(C(=CC=CC1)C)C (xylene). The reagents and catalysts are Cl[Pd]Cl (PdCl2). Run in O (H2O). Yields the product ClC1=C(N)C=C(C=C1)C(F)(F)F (2-chloro-5-trifluoromethylaniline). Reaction SMILES: [Cl:1][C:2]1[CH:7]=[CH:6][C:5]([C:8]([F:11])([F:10])[F:9])=[CH:4][C:3]=1[N+:12]([O-])=O.C1(C)C(C)=CC=CC=1.P.[OH-].[Na+]>Cl[Pd]Cl.O>[Cl:1][C:2]1[CH:7]=[CH:6][C:5]([C:8]([F:9])([F:10])[F:11])=[CH:4][C:3]=1[NH2:12] |f:3.4|. Procedure: A degassed solution of 40 mmol of 2-chloro-5-trifluoromethylnitrobenzene (starting material) and 40 ml of xylene are placed in an autoclave (volume: 200 ml). 3.0 mmol of BINAS (in the form of 17.3 g of an aqueous solution containing 0.173 mol of BINAS/kg of solution) as phosphine and 2.4 g (60 mmol) of NaOH, 23.8 ml of H2O and 1.0 mmol of PdCl2 are added. The pH is from 10.5 to 11.0.